Dataset: the Open Reaction Database (ORD), a public repository of structured organic reaction records. Task: describe an organic reaction: reactants, conditions, products, and yield Reactants: Cc1sc(Br)c(C)c1Br, [Li]CCCC, CSSC, O. The product is CSc1sc(C)c(Br)c1C. As a reaction SMILES: [Br:1][c:2]1[s:3][c:4]([CH3:9])[c:5]([Br:8])[c:6]1[CH3:7].[CH2:10]([Li:11])[CH2:12][CH2:13][CH3:14].[CH3:15][S:16][S:17][CH3:18].[OH2:19]>>[c:2]1([S:16][CH3:15])[s:3][c:4]([CH3:9])[c:5]([Br:8])[c:6]1[CH3:7]. The product is C1(CC1)[C@](CNC(C1=C(N=C(C(=C1)C1=CC(=C(C=C1)Cl)Cl)OCC(F)(F)F)C(F)(F)F)=O)(C)O (N-((S)-2-Cyclopropyl-2-hydroxy-propyl)-5-(3,4-dichloro-phenyl)-6-(2,2,2-trifluoro-ethoxy)-2-trifluoromethyl-nicotinamide). The reactants are BrC=1C(=NC(=C(C(=O)NC[C@@](C)(O)C2CC2)C1)C(F)(F)F)OCC(F)(F)F (5-bromo-N—((S)-2-cyclopropyl-2-hydroxy-propyl)-6-(2,2,2-trifluoro-ethoxy)-2-trifluoromethyl-nicotinamide), ClC=1C=C(C=CC1Cl)B(O)O (3,4-dichlorophenylboronic acid). Procedure details: The title compound was synthesized in analogy to Example 1d, using 5-bromo-N—((S)-2-cyclopropyl-2-hydroxy-propyl)-6-(2,2,2-trifluoro-ethoxy)-2-trifluoromethyl-nicotinamide and 3,4-dichlorophenylboronic acid as starting materials, MS (ISP) 531.1 (M+H)+. RXN SMILES: Br[C:2]1[C:3]([O:22][CH2:23][C:24]([F:27])([F:26])[F:25])=[N:4][C:5]([C:18]([F:21])([F:20])[F:19])=[C:6]([CH:17]=1)[C:7]([NH:9][CH2:10][C@:11]([CH:14]1[CH2:16][CH2:15]1)([OH:13])[CH3:12])=[O:8].[Cl:28][C:29]1[CH:30]=[C:31](B(O)O)[CH:32]=[CH:33][C:34]=1[Cl:35]>>[CH:14]1([C@@:11]([OH:13])([CH3:12])[CH2:10][NH:9][C:7](=[O:8])[C:6]2[CH:17]=[C:2]([C:32]3[CH:31]=[CH:30][C:29]([Cl:28])=[C:34]([Cl:35])[CH:33]=3)[C:3]([O:22][CH2:23][C:24]([F:27])([F:26])[F:25])=[N:4][C:5]=2[C:18]([F:21])([F:20])[F:19])[CH2:16][CH2:15]1. Reactants: BrCc1ccccc1, CCCCc1[nH]c2cc(C(=O)O)ccc2c1C1=C(C(=O)OC)CCC1, CN(C)C=O, [H-], [Na+]. Yields the product CCCCc1c(C2=C(C(=O)OC)CCC2)c2ccc(C(=O)O)cc2n1Cc1ccccc1. As a reaction SMILES: [Br:28][CH2:29][c:30]1[cH:31][cH:32][cH:33][cH:34][cH:35]1.[CH2:1]([CH2:2][CH2:3][CH3:4])[c:5]1[nH:6][c:7]2[cH:8][c:9]([C:23](=[O:24])[OH:25])[cH:10][cH:11][c:12]2[c:13]1[C:14]1=[C:15]([C:19](=[O:20])[O:21][CH3:22])[CH2:16][CH2:17][CH2:18]1.[CH3:36][N:37]([CH3:38])[CH:39]=[O:40].[H-:26].[Na+:27]>>[CH2:1]([CH2:2][CH2:3][CH3:4])[c:5]1[n:6]([CH2:29][c:30]2[cH:31][cH:32][cH:33][cH:34][cH:35]2)[c:7]2[cH:8][c:9]([C:23](=[O:24])[OH:25])[cH:10][cH:11][c:12]2[c:13]1[C:14]1=[C:15]([C:19](=[O:20])[O:21][CH3:22])[CH2:16][CH2:17][CH2:18]1.